From a dataset of the Open Reaction Database (ORD), a public repository of structured organic reaction records. describe an organic reaction: reactants, conditions, products, and yield Starting materials: CI (methyl iodide), [H-].[K+] (potassium hydride), N#N (N2), C(C1=CC=CC=C1)N(CCC(C)(O)C)CC1=CC=CC=C1 (4-(dibenzylamino)-2-methylbutan-2-ol), [NH4+].[Cl-] (NH4Cl). The solvent is C1CCOC1 (THF). Reaction conditions: temperature 0 celsius, time 0.5 hour. Product: C(C1=CC=CC=C1)N(CCC(C)(C)OC)CC1=CC=CC=C1 (N,N-dibenzyl-3-methoxy-3-methylbutan-1-amine). Isolated yield 57.3%. RXN SMILES: [H-].[K+].N#N.[CH2:5]([N:12]([CH2:19][C:20]1[CH:25]=[CH:24][CH:23]=[CH:22][CH:21]=1)[CH2:13][CH2:14][C:15]([CH3:18])([OH:17])[CH3:16])[C:6]1[CH:11]=[CH:10][CH:9]=[CH:8][CH:7]=1.[CH3:26]I.[NH4+].[Cl-]>C1COCC1>[CH2:19]([N:12]([CH2:5][C:6]1[CH:11]=[CH:10][CH:9]=[CH:8][CH:7]=1)[CH2:13][CH2:14][C:15]([O:17][CH3:26])([CH3:18])[CH3:16])[C:20]1[CH:21]=[CH:22][CH:23]=[CH:24][CH:25]=1 |f:0.1,5.6|. Procedure: Add potassium hydride (30%, 2.6 g, 19.4 mmol) portion wise under N2 to a 0° C. solution of 4-(dibenzylamino)-2-methylbutan-2-ol (5 g, 17.6 mmol) in THF (50 mL). Stir the mixture at 0° C. for 0.5 h, treat drop-wise with methyl iodide [MeI] (2.76 g, 19.4 mmol), allow the mixture to warm to RT and stir for 3 h. Re-cool the mixture to 0° C., treat with saturated NH4Cl, and remove the organics under reduced pressure. Extract the residue with EtOAc (3×), wash the combined organics with brine, dry over...